describe an organic reaction: reactants, conditions, products, and yield From a dataset of the Open Reaction Database (ORD), a public repository of structured organic reaction records. Starting materials: O=C1CCC(=O)N1Br, O=C(OOC(=O)c1ccccc1)c1ccccc1, ClC(Cl)(Cl)Cl, Cc1cccc2c(Oc3ccc(C#N)cn3)cccc12. The product is N#Cc1ccc(Oc2cccc3c(CBr)cccc23)nc1. RXN SMILES: [Br:21][N:22]1[C:23](=[O:24])[CH2:25][CH2:26][C:27]1=[O:28].[C:29]([O:30][O:31][C:32](=[O:33])[c:34]1[cH:35][cH:36][cH:37][cH:38][cH:39]1)(=[O:40])[c:41]1[cH:42][cH:43][cH:44][cH:45][cH:46]1.[C:47]([Cl:48])([Cl:49])([Cl:50])[Cl:51].[CH3:1][c:2]1[c:3]2[cH:4][cH:5][cH:6][c:7]([O:12][c:13]3[n:14][cH:15][c:16]([C:17]#[N:18])[cH:19][cH:20]3)[c:8]2[cH:9][cH:10][cH:11]1>>[CH2:1]([c:2]1[c:3]2[cH:4][cH:5][cH:6][c:7]([O:12][c:13]3[n:14][cH:15][c:16]([C:17]#[N:18])[cH:19][cH:20]3)[c:8]2[cH:9][cH:10][cH:11]1)[Br:21]. The reactants are C(N)(=O)C(CCCCCCC(=O)OCC)CCCC(CCCCC)OC(C)=O (ethyl 8-carbamoyl-12-acetoxyheptadecanoate), C(N)(=O)C(CCCCCCC(=O)OCC)CCCC(CCCCC)(C)O (ethyl 8-carbamoyl-12-hydroxy-12-methylheptadecanoate). Yields the product C(N)(=O)C(CCCCCCC(=O)O)CCCC(CCCCC)(C)O (8-Carbamoyl-12-hydroxy-12-methylheptadecanoic Acid). RXN SMILES: C(C(CCCC(OC(=O)C)CCCCC)CCCCCCC(OCC)=O)(=O)N.[C:29]([CH:32]([CH2:44][CH2:45][CH2:46][C:47]([OH:54])([CH3:53])[CH2:48][CH2:49][CH2:50][CH2:51][CH3:52])[CH2:33][CH2:34][CH2:35][CH2:36][CH2:37][CH2:38][C:39]([O:41]CC)=[O:40])(=[O:31])[NH2:30]>>[C:29]([CH:32]([CH2:44][CH2:45][CH2:46][C:47]([OH:54])([CH3:53])[CH2:48][CH2:49][CH2:50][CH2:51][CH3:52])[CH2:33][CH2:34][CH2:35][CH2:36][CH2:37][CH2:38][C:39]([OH:41])=[O:40])(=[O:31])[NH2:30]. Procedure: The synthesis of this compound is carried out as described in Example 1, Step F, except that the ethyl 8-carbamoyl-12-acetoxyheptadecanoate is replaced by an equimolar amount of ethyl 8-carbamoyl-12-hydroxy-12-methylheptadecanoate. The reactants are CC1CCCSC2=C1C=C(C=C2)/C(=C/C2=CC=C(C(=O)OCC)C=C2)/C (ethyl p-[(E)-2-(2,3,4,5-tetrahydro-5-methyl-1-benzothiepin-7-yl)propenyl]benzoate), Cl (HCl), [Na] (sodium), [OH-].[Na+] (NaOH). Run in C(C)O (ethanol), O (water). Reaction conditions: temperature 35 celsius, time 8 hour. The product is C(C1=CC=CC=C1)(=O)O (benzoic acid). RXN SMILES: CC1C2C=C(/C(/C)=C/[C:15]3[CH:25]=[CH:24][C:18]([C:19]([O:21]CC)=[O:20])=[CH:17][CH:16]=3)C=CC=2SCCC1.[Na].[OH-].[Na+].Cl>C(O)C.O>[C:19]([OH:21])(=[O:20])[C:18]1[CH:24]=[CH:25][CH:15]=[CH:16][CH:17]=1 |f:2.3,^1:26|. Reported procedure: A solution of 1.2 g of ethyl p-[(E)-2-(2,3,4,5-tetrahydro-5-methyl-1-benzothiepin-7-yl)propenyl]benzoate in 30 ml of ethanol was treated with 5 ml of water which contained 0.8 g of sodium hyohoxide (NaOH). The reaction mixture was stirred at 35° C. overnight, poured on to ice, acidified with HCl and extracted with ether. The organic phase was washed with water, dried and concentrated. After recrystallization from ethyl acetate, there were obtained 885 mg of p-[(E)-2,3,4,5-tetrahydro-5-methyl-1-b... Starting materials: C#Cc1cccc(C(=O)O)c1, Cc1cc(N)n(C)n1, CCOC(C)=O, CCN(C(C)C)C(C)C. Yields the product C#Cc1cccc(C(=O)Nc2cc(C)nn2C)c1. As a reaction SMILES: [C:1](#[CH:2])[c:3]1[cH:4][c:5]([C:6](=[O:7])[OH:8])[cH:9][cH:10][cH:11]1.[CH3:12][n:13]1[n:14][c:15]([CH3:19])[cH:16][c:17]1[NH2:18].[CH3:29][CH2:30][O:31][C:32]([CH3:33])=[O:34].[CH:20]([N:21]([CH2:22][CH3:23])[CH:24]([CH3:25])[CH3:26])([CH3:27])[CH3:28]>>[C:1](#[CH:2])[c:3]1[cH:4][c:5]([C:6](=[O:8])[NH:18][c:17]2[n:13]([CH3:12])[n:14][c:15]([CH3:19])[cH:16]2)[cH:9][cH:10][cH:11]1.